From a dataset of the Open Reaction Database (ORD), a public repository of structured organic reaction records. describe an organic reaction: reactants, conditions, products, and yield The reactants are ClC1=CC2=C(C=N1)C=NN2C2=CN=CC(=N2)N2CCN(CCC2)C(=O)OC(C)(C)C (tert-butyl 4-[6-(6-chloropyrazolo[4,3-c]pyridin-1-yl)pyrazin-2-yl]-1,4-diazepane-1-carboxylate), FC1=NC=C(C=C1B1OC(C(O1)(C)C)(C)C)C (2-fluoro-5-methyl-3-(4,4,5,5-tetramethyl-1,3,2-dioxaborolan-2-yl)pyridine), C(C)(=O)[O-].[K+] (potassium acetate), C([O-])([O-])=O.[Na+].[Na+] (sodium carbonate). The reagents and catalysts are C1=CC=C(C=C1)P([C-]2C=CC=C2)C3=CC=CC=C3.C1=CC=C(C=C1)P([C-]2C=CC=C2)C3=CC=CC=C3.Cl[Pd]Cl.[Fe+2].ClCCl ([1,1′-bis(diphenylphosphino)ferrocene]dichloropalladium(II) dichloromethane). The solvent is C(C)#N (Acetonitrile). Reaction conditions: temperature 150 celsius. The product is FC1=NC=C(C=C1C1=CC2=C(C=N1)C=NN2C2=CN=CC(=N2)N2CCN(CCC2)C(=O)OC(C)(C)C)C (tert-butyl 4-[6-[6-(2-fluoro-5-methyl-3-pyridyl)pyrazolo[4,3-c]pyridin-1-yl]pyrazin-2-yl]-1,4-diazepane-1-carboxylate). The yield is 83.6%. Reaction SMILES: Cl[C:2]1[N:7]=[CH:6][C:5]2[CH:8]=[N:9][N:10]([C:11]3[N:16]=[C:15]([N:17]4[CH2:23][CH2:22][CH2:21][N:20]([C:24]([O:26][C:27]([CH3:30])([CH3:29])[CH3:28])=[O:25])[CH2:19][CH2:18]4)[CH:14]=[N:13][CH:12]=3)[C:4]=2[CH:3]=1.[F:31][C:32]1[C:37](B2OC(C)(C)C(C)(C)O2)=[CH:36][C:35]([CH3:47])=[CH:34][N:33]=1.C([O-])(=O)C.[K+].C(=O)([O-])[O-].[Na+].[Na+]>C(#N)C.C1C=CC(P(C2C=CC=CC=2)[C-]2C=CC=C2)=CC=1.C1C=CC(P(C2C=CC=CC=2)[C-]2C=CC=C2)=CC=1.Cl[Pd]Cl.[Fe+2].ClCCl>[F:31][C:32]1[C:37]([C:2]2[N:7]=[CH:6][C:5]3[CH:8]=[N:9][N:10]([C:11]4[N:16]=[C:15]([N:17]5[CH2:23][CH2:22][CH2:21][N:20]([C:24]([O:26][C:27]([CH3:30])([CH3:29])[CH3:28])=[O:25])[CH2:19][CH2:18]5)[CH:14]=[N:13][CH:12]=4)[C:4]=3[CH:3]=2)=[CH:36][C:35]([CH3:47])=[CH:34][N:33]=1 |f:2.3,4.5.6,8.9.10.11.12|. Procedure details: A mixture of tert-butyl 4-[6-(6-chloropyrazolo[4,3-c]pyridin-1-yl)pyrazin-2-yl]-1,4-diazepane-1-carboxylate (0.2526 mmol; 108.6 mg), 2-fluoro-5-methyl-3-(4,4,5,5-tetramethyl-1,3,2-dioxaborolan-2-yl)pyridine (0.3789 mmol; 89.84 mg), [1,1′-bis(diphenylphosphino)ferrocene]dichloropalladium(II) dichloromethane adduct (0.02526 mmol; 21.1 mg), potassium acetate (0.3789 mmol; 0.38 mL) and sodium carbonate (0.3789 mmol; 0.38 mL) in Acetonitrile (10 mL) in a pressure tube was heated under microwave at 15...